Dataset: the Open Reaction Database (ORD), a public repository of structured organic reaction records. Task: describe an organic reaction: reactants, conditions, products, and yield The reactants are [NH4+].[OH-] (NH4OH), O1CCOCC1 (dioxane), ClC1=NC=C(C(=O)O)C(=C1)NC1=CC=C(C=C1)C(=O)N1CCOCC1 (6-chloro-4-(4-(morpholine-4-carbonyl)phenylamino)nicotinic acid), CN(C)C=O (DMF). The product is CCN(C(C)C)C(C)C (DIEA). Reaction SMILES: ClC1[CH:10]=[C:9]([NH:11][C:12]2C=CC(C(N3CCOCC3)=O)=C[CH:13]=2)[C:5](C(O)=O)=CN=1.[NH4+].[OH-].O1[CH2:33][CH2:32]OCC1.[CH3:34]N(C=O)C>>[CH3:13][CH2:12][N:11]([CH:32]([CH3:33])[CH3:34])[CH:9]([CH3:10])[CH3:5] |f:1.2|. Procedure details: A mixture of 6-chloro-4-(4-(morpholine-4-carbonyl)phenylamino)nicotinic acid (280 mg, 0.774 mmol) in DMF (10 mL) was treated with NH4OH 0.5 M solution in dioxane (7.74 mL, 3.87 mmol) and DIEA (0.676 mL, 3.87 mmol) to give a cloudy suspension. Then added HATU (589 mg, 1.548 mmol) and stirred at rt for 24 hrs. Diluted with water and extracted into ethyl acetate and washed with 10% LiCl and concentrated to give 230 mg of 6-chloro-4-(4-(morpholine-4-carbonyl)phenylamino)nicotinamide as a white solid...